describe an organic reaction: reactants, conditions, products, and yield From a dataset of the Open Reaction Database (ORD), a public repository of structured organic reaction records. The reactants are COC=1C=C2C=CC=NC2=C(C1)[N+](=O)[O-] (6-methoxy-8-nitroquinoline), O.NN (Hydrazine hydrate). The reagents and catalysts are [Ni] (Raney Nickel). The solvent is CO (MeOH). Conditions: time 1 hour. Yields the product COC=1C=C2C=CC=NC2=C(C1)N (6-Methoxyquinolin-8-amine). Isolated yield 102.5%. Reaction SMILES: [CH3:1][O:2][C:3]1[CH:4]=[C:5]2[C:10](=[C:11]([N+:13]([O-])=O)[CH:12]=1)[N:9]=[CH:8][CH:7]=[CH:6]2.O.NN>[Ni].CO>[CH3:1][O:2][C:3]1[CH:4]=[C:5]2[C:10](=[C:11]([NH2:13])[CH:12]=1)[N:9]=[CH:8][CH:7]=[CH:6]2 |f:1.2|. Procedure: Raney Nickel (60 mg, 20% wt) was added portionwise to a solution of 6-methoxy-8-nitroquinoline (300 mg, 1.40 mmol) in MeOH (10 ml), under argon. Hydrazine hydrate (270 μl, 5.6 mmol) was added and the reaction stirred at room temperature for 1 h. The mixture was filtered through celite and washed with MeOH. The filtrate was concentrated in vacuo, re-dissolved in DCM and washed with water. The organic phase was dried (Na2SO4) and concentrated in vacuo to give the title compound (250 mg, 100%) whic... Reactants: BrCCCBr, CCCCCCCCCCCCCCCCCCOCCCO, CCCCCCCCCCCCCCCC[N+](C)(C)C, [Cl-]. The product is CCCCCCCCCCCCCCCCCCOCCCOCCCBr. RXN SMILES: [Br:24][CH2:25][CH2:26][CH2:27][Br:28].[CH2:1]([CH2:2][CH2:3][CH2:4][CH2:5][CH2:6][CH2:7][CH2:8][CH2:9][CH2:10][CH2:11][CH2:12][CH2:13][CH2:14][CH2:15][CH2:16][CH2:17][CH3:18])[O:19][CH2:20][CH2:21][CH2:22][OH:23].[CH3:30][CH2:31][CH2:32][CH2:33][CH2:34][CH2:35][CH2:36][CH2:37][CH2:38][CH2:39][CH2:40][CH2:41][CH2:42][CH2:43][CH2:44][CH2:45][N+:46]([CH3:47])([CH3:48])[CH3:49].[Cl-:29]>>[CH2:1]([CH2:2][CH2:3][CH2:4][CH2:5][CH2:6][CH2:7][CH2:8][CH2:9][CH2:10][CH2:11][CH2:12][CH2:13][CH2:14][CH2:15][CH2:16][CH2:17][CH3:18])[O:19][CH2:20][CH2:21][CH2:22][O:23][CH2:27][CH2:26][CH2:25][Br:24]. The reactants are C1=CC=CC=2CN(CC3=C(C21)C=CC=C3)C#N (5,7-dihydro-6H-dibenz[c,e]azepine-6-carbonitrile), OCCON=C(C)CC (2-butanone (2-hydroxyethyl) oxime). The product is C1=CC=CC=2CN(CC3=C(C21)C=CC=C3)C(OCCON=C(CC)C)=N (2-[(1-methylpropylideneamino)oxy]-ethyl 5,7- dihydro-6H-dibenz[c,e]azepine-6-carboximidate). Reaction SMILES: [CH:1]1[C:11]2[C:10]3[CH:12]=[CH:13][CH:14]=[CH:15][C:9]=3[CH2:8][N:7]([C:16]#[N:17])[CH2:6][C:5]=2[CH:4]=[CH:3][CH:2]=1.[OH:18][CH2:19][CH2:20][O:21][N:22]=[C:23]([CH2:25][CH3:26])[CH3:24]>>[CH:1]1[C:11]2[C:10]3[CH:12]=[CH:13][CH:14]=[CH:15][C:9]=3[CH2:8][N:7]([C:16](=[NH:17])[O:18][CH2:19][CH2:20][O:21][N:22]=[C:23]([CH3:24])[CH2:25][CH3:26])[CH2:6][C:5]=2[CH:4]=[CH:3][CH:2]=1. Reported procedure: starting from 5,7-dihydro-6H-dibenz[c,e]azepine-6-carbonitrile and 2-butanone (2-hydroxyethyl) oxime, there is obtained 2-[(1-methylpropylideneamino)oxy]-ethyl 5,7- dihydro-6H-dibenz[c,e]azepine-6-carboximidate as a syrup, mass spectrum m/e: M+ 351 (23), 281 (5), 237 (57), 194 (100), 114 (100), 70 (12); Yields the product Cc1ccc(-c2cc3c(s2)CCCCC3=O)cc1. Reactants: Cc1ccc(-c2ccc(CCCCC(=O)O)s2)cc1, O=C(Cl)C(=O)Cl, CN(C)C=O, C1CCOC1. RXN SMILES: [CH3:1][c:2]1[cH:3][cH:4][c:5](-[c:8]2[cH:9][cH:10][c:11]([CH2:13][CH2:14][CH2:15][CH2:16][C:17](=[O:18])[OH:19])[s:12]2)[cH:6][cH:7]1.[Cl:20][C:21]([C:22]([Cl:23])=[O:24])=[O:25].[O:26]=[CH:27][N:28]([CH3:29])[CH3:30].[O:31]1[CH2:32][CH2:33][CH2:34][CH2:35]1>>[CH3:1][c:2]1[cH:3][cH:4][c:5](-[c:8]2[cH:9][c:10]3[c:11]([s:12]2)[CH2:13][CH2:14][CH2:15][CH2:16][C:17]3=[O:19])[cH:6][cH:7]1. The reactants are C(C)(C)(C)OC(C(C)(C)SC=1SC=C(N1)CCN(C1=NC=C(C=N1)CC)CC1=CC=C(C=C1)Br)=O (2-[(4-{2-[(4-bromobenzyl)(5-ethylpyrimidin-2-yl)amino]ethyl}-1,3-thiazol-2-yl)thio]-2-methylpropionic acid tert-butyl ester), C(#N)C1=CC=C(C=C1)OB(O)O (4-cyanophenylboric acid), Cl.C(C)(=O)OCC (hydrochloric acid ethyl acetate). Solvent: C(C)OCC (diethyl ether). Product: Cl.C(#N)C1=CC=C(C=C1)C1=CC=C(C=C1)CN(CCC=1N=C(SC1)SC(C(=O)O)(C)C)C1=NC=C(C=N1)CC (2-[(4-{2-[[(4′-cyanobiphenyl-4-yl)methyl](5-ethylpyrimidin-2-yl)amino]ethyl}-1,3-thiazol-2-yl)thio]-2-methylpropionic acid hydrochloride). As a reaction SMILES: C([O:5][C:6](=[O:35])[C:7]([S:10][C:11]1[S:12][CH:13]=[C:14]([CH2:16][CH2:17][N:18]([CH2:27][C:28]2[CH:33]=[CH:32][C:31](Br)=[CH:30][CH:29]=2)[C:19]2[N:24]=[CH:23][C:22]([CH2:25][CH3:26])=[CH:21][N:20]=2)[N:15]=1)([CH3:9])[CH3:8])(C)(C)C.[C:36]([C:38]1[CH:43]=[CH:42][C:41](OB(O)O)=[CH:40][CH:39]=1)#[N:37].[ClH:48].C(OCC)(=O)C>C(OCC)C>[ClH:48].[C:36]([C:38]1[CH:43]=[CH:42][C:41]([C:31]2[CH:30]=[CH:29][C:28]([CH2:27][N:18]([C:19]3[N:20]=[CH:21][C:22]([CH2:25][CH3:26])=[CH:23][N:24]=3)[CH2:17][CH2:16][C:14]3[N:15]=[C:11]([S:10][C:7]([CH3:8])([CH3:9])[C:6]([OH:5])=[O:35])[S:12][CH:13]=3)=[CH:33][CH:32]=2)=[CH:40][CH:39]=1)#[N:37] |f:2.3,5.6|. Reported procedure: A compound obtained using 2-[(4-{2-[(4-bromobenzyl)(5-ethylpyrimidin-2-yl)amino]ethyl}-1,3-thiazol-2-yl)thio]-2-methylpropionic acid tert-butyl ester synthesized in Example 402-1 and 4-cyanophenylboric acid as starting materials and by an operation similar to that of Example 407 was dissolved in diethyl ether, and reacted with 4 mol/L hydrochloric acid-ethyl acetate to give the title compound. The reactants are ClC1=NC=C(C(=N1)NCC1=CC(=CC=C1)OC)Cl (2,5-Dichloro-N-(3-methoxybenzyl)pyrimidin-4-amine), COC=1C=C(C=CC1)N (3-methoxy-benzenamine), O.C1(=CC=C(C=C1)S(=O)(=O)O)C (p-toluenesulfonic acid monohydrate), C(=O)(O)[O-].[Na+] (NaHCO3). The solvent is O1CCOCC1 (1,4-dioxane). Reaction conditions: temperature 105 celsius. The product is ClC=1C(=NC(=NC1)NC1=CC(=CC=C1)OC)NCC1=CC(=CC=C1)OC (5-Chloro-N(4)-(3-methoxybenzyl)-N(2)-(3-methoxyphenyl)pyrimidine-2,4-diamine). Yield: 34.7%. Reaction SMILES: Cl[C:2]1[N:7]=[C:6]([NH:8][CH2:9][C:10]2[CH:15]=[CH:14][CH:13]=[C:12]([O:16][CH3:17])[CH:11]=2)[C:5]([Cl:18])=[CH:4][N:3]=1.[CH3:19][O:20][C:21]1[CH:22]=[C:23]([NH2:27])[CH:24]=[CH:25][CH:26]=1.O.C1(C)C=CC(S(O)(=O)=O)=CC=1.C([O-])(O)=O.[Na+]>O1CCOCC1>[Cl:18][C:5]1[C:6]([NH:8][CH2:9][C:10]2[CH:15]=[CH:14][CH:13]=[C:12]([O:16][CH3:17])[CH:11]=2)=[N:7][C:2]([NH:27][C:23]2[CH:24]=[CH:25][CH:26]=[C:21]([O:20][CH3:19])[CH:22]=2)=[N:3][CH:4]=1 |f:2.3,4.5|. Reported procedure: Into a reaction flask were added 2,5-dichloro-N-(3-methoxybenzyl)pyrimidin-4-amine (0.20 g, 0.70 mmol) (prepared according to Example 1, step A), 1,4-dioxane (20 mL), 3-methoxy-benzenamine (0.13 g, 1.0 mmol), and p-toluenesulfonic acid monohydrate (49 mg, 0.26 mmol). The mixture was heated at 105° C. for 2 days. To the mixture was added an aqueous solution of NaHCO3 (saturated, 0.5 mL) and the organic solvent was removed under vacuum. The aqueous layer was extracted with DCM twice. The combined ...